Dataset: the Open Reaction Database (ORD), a public repository of structured organic reaction records. Task: describe an organic reaction: reactants, conditions, products, and yield Starting materials: CC1(NCOC1)C (4,4-dimethyloxazolidine), CN(C)C(=[N+](C)C)ON1C2=C(C=CC=C2)N=N1.[B-](F)(F)(F)F (TBTU), CCN(C(C)C)C(C)C (DIEA), C1(CC1)C=1C=CC(=NC1CC1=CC=C(C=C1)F)C(=O)O (5-cyclopropyl-6-(4-fluoro-benzyl)-pyridine-2-carboxylic acid). Product: C1(CC1)C=1C=CC(=NC1CC1=CC=C(C=C1)F)C(=O)N1COCC1(C)C ([5-Cyclopropyl-6-(4-fluoro-benzyl)-pyridin-2-yl]-(4,4-dimethyl-oxazolidin-3-yl)-methanone). Reaction SMILES: [CH:1]1([C:4]2[CH:5]=[CH:6][C:7]([C:18]([OH:20])=O)=[N:8][C:9]=2[CH2:10][C:11]2[CH:16]=[CH:15][C:14]([F:17])=[CH:13][CH:12]=2)[CH2:3][CH2:2]1.[CH3:21][C:22]1([CH3:27])[CH2:26][O:25][CH2:24][NH:23]1.CN(C(ON1N=NC2C=CC=CC1=2)=[N+](C)C)C.[B-](F)(F)(F)F.CCN(C(C)C)C(C)C>>[CH:1]1([C:4]2[CH:5]=[CH:6][C:7]([C:18]([N:23]3[C:22]([CH3:27])([CH3:21])[CH2:26][O:25][CH2:24]3)=[O:20])=[N:8][C:9]=2[CH2:10][C:11]2[CH:12]=[CH:13][C:14]([F:17])=[CH:15][CH:16]=2)[CH2:2][CH2:3]1 |f:2.3|. Reported procedure: In analogy to the procedure described in Example 47 b), 5-cyclopropyl-6-(4-fluoro-benzyl)-pyridine-2-carboxylic acid (Example 5 g)) was reacted with 4,4-dimethyloxazolidine (CAN 51200-87-4) in the presence of TBTU and DIEA to obtain the title compound as colorless oil; MS (EI): m/e=355.5 [MH+].